Task: describe an organic reaction: reactants, conditions, products, and yield. Dataset: the Open Reaction Database (ORD), a public repository of structured organic reaction records The reactants are COC1=C(CN2CCOCC2)C=C(C=C1)[N+](=O)[O-] (4-(2-methoxy-5-nitrobenzyl)morpholine), C(C)O (ethanol), O.NN (hydrazine hydrate). Reagents/catalysts: [Ni] (Raney-Nickel). The solvent is C1CCOC1 (THF). Reaction conditions: time 1 hour. Product: COC1=C(C=C(C=C1)N)CN1CCOCC1 (4-methoxy-3-morpholin-4-ylmethylphenylamine). The yield is 67.0%. As a reaction SMILES: [CH3:1][O:2][C:3]1[CH:15]=[CH:14][C:13]([N+:16]([O-])=O)=[CH:12][C:4]=1[CH2:5][N:6]1[CH2:11][CH2:10][O:9][CH2:8][CH2:7]1.C(O)C.O.NN>C1COCC1.[Ni]>[CH3:1][O:2][C:3]1[CH:15]=[CH:14][C:13]([NH2:16])=[CH:12][C:4]=1[CH2:5][N:6]1[CH2:11][CH2:10][O:9][CH2:8][CH2:7]1 |f:2.3|. Procedure details: To a solution of 4-(2-methoxy-5-nitrobenzyl)morpholine (252 mg, 1.0 mmol) in THF:ethanol mixture (1:1) (25 mL) was added a catalytical amount of Raney-Nickel and hydrazine hydrate (450 mg; 9.0 mmol) and the mixture was stirred for 1 hour at ambient temperature, filtered through a Celite/silica gel pad. The filtrate was evaporated to yield the pure 4-methoxy-3-morpholin-4-ylmethylphenylamine (149 mg, 67%), which was used in the next step without purification. Starting materials: CN/C(=C\[N+](=O)[O-])/NCCSCC1=CC=C(O1)CN(C)C (Ranitidine base), Cl (hydrogen chloride). The solvent is C(C)(C)O (isopropyl alcohol), C(C)(C)O (isopropyl alcohol). Reaction conditions: temperature 30 celsius. The product is CNC(=C[N+](=O)[O-])NCCSCC1=CC=C(O1)CN(C)C.Cl (Ranitidine Hydrochloride). As a reaction SMILES: [CH3:1][NH:2]/[C:3](/[NH:8][CH2:9][CH2:10][S:11][CH2:12][C:13]1[O:17][C:16]([CH2:18][N:19]([CH3:21])[CH3:20])=[CH:15][CH:14]=1)=[CH:4]\[N+:5]([O-:7])=[O:6].[ClH:22]>C(O)(C)C>[CH3:1][NH:2][C:3]([NH:8][CH2:9][CH2:10][S:11][CH2:12][C:13]1[O:17][C:16]([CH2:18][N:19]([CH3:20])[CH3:21])=[CH:15][CH:14]=1)=[CH:4][N+:5]([O-:7])=[O:6].[ClH:22] |f:3.4|. Procedure: Ranitidine base (31.44 g, 0.1 mol) was dissolved in anhydrous isopropyl alcohol (isopropanol) (160 mL) by warming to 30° C., filtering through celite and washing the cake with anhydrous isopropyl alcohol (68 mL). The solution was warmed to 43° C., seeds (Form #1, 0.2g) were added and anhydrous hydrogen chloride in anhydrous isopropyl alcohol (15.19 g, 24%, 1 equivalent) was added all at once. The temperature rose to 51° C. and the temperature was maintained at 45°-50° C. for 5 hours while the pr... The reactants are CCNC(=O)Nc1cc(C(N)=O)c(Br)cn1, COc1ccc(P2(=S)SP(=S)(c3ccc(OC)cc3)S2)cc1, C1CCOC1. The product is CCNC(=O)Nc1cc(C(N)=S)c(Br)cn1. RXN SMILES: [Br:1][c:2]1[cH:3][n:4][c:5]([NH:11][C:12](=[O:13])[NH:14][CH2:15][CH3:16])[cH:6][c:7]1[C:8](=[O:9])[NH2:10].[CH3:17][O:18][c:19]1[cH:20][cH:21][c:22]([P:23]2(=[S:26])[S:24][P:25]([c:27]3[cH:28][cH:29][c:30]([O:31][CH3:32])[cH:33][cH:34]3)(=[S:35])[S:36]2)[cH:37][cH:38]1.[O:39]1[CH2:40][CH2:41][CH2:42][CH2:43]1>>[Br:1][c:2]1[cH:3][n:4][c:5]([NH:11][C:12](=[O:13])[NH:14][CH2:15][CH3:16])[cH:6][c:7]1[C:8]([NH2:10])=[S:26]. The reactants are CC(Br)c1ccc2nccnc2c1, CC(C)(C)c1ccc(-c2nc3c(N4CCNCC4)cccc3[nH]2)cc1, CN1CCCC1=O, CCOC(C)=O, CCN(C(C)C)C(C)C. Product: CC(c1ccc2nccnc2c1)N1CCN(c2cccc3[nH]c(-c4ccc(C(C)(C)C)cc4)nc23)CC1. Reaction SMILES: [Br:1][CH:2]([CH3:3])[c:4]1[cH:5][c:6]2[n:7][cH:8][cH:9][n:10][c:11]2[cH:12][cH:13]1.[C:23]([CH3:24])([CH3:25])([CH3:26])[c:27]1[cH:28][cH:29][c:30](-[c:33]2[n:34][c:35]3[c:36]([nH:37]2)[cH:38][cH:39][cH:40][c:41]3[N:42]2[CH2:43][CH2:44][NH:45][CH2:46][CH2:47]2)[cH:31][cH:32]1.[CH3:48][N:49]1[CH2:50][CH2:51][CH2:52][C:53]1=[O:54].[CH3:55][CH2:56][O:57][C:58](=[O:59])[CH3:60].[CH:14]([N:15]([CH:16]([CH3:17])[CH3:18])[CH2:19][CH3:20])([CH3:21])[CH3:22]>>[CH:2]([CH3:3])([c:4]1[cH:5][c:6]2[n:7][cH:8][cH:9][n:10][c:11]2[cH:12][cH:13]1)[N:45]1[CH2:44][CH2:43][N:42]([c:41]2[c:35]3[n:34][c:33](-[c:30]4[cH:29][cH:28][c:27]([C:23]([CH3:24])([CH3:25])[CH3:26])[cH:32][cH:31]4)[nH:37][c:36]3[cH:38][cH:39][cH:40]2)[CH2:47][CH2:46]1. Reactants: C1(=CC=CC=C1)C1OC2=CC=C(C=C2CC1)OC1=C(N)C=CC=C1 (2-(2-Penylchroman-6-yloxy)-aniline), C(C)(=O)OC(C)=O (acetic acid anhydride). The reagents and catalysts are CN(C)C=1C=CN=CC1 (DMAP). Solvent: N1=CC=CC=C1 (pyridine). Conditions: time 4 hour. Product: C(C)(=O)NC1=C(C=CC=C1)OC=1C=C2CCC(OC2=CC1)C1=CC=CC=C1 (N-Acetyl-2-(2-Penylchroman-6-yloxy)-aniline). Reaction SMILES: [C:1]1([CH:7]2[CH2:16][CH2:15][C:14]3[C:9](=[CH:10][CH:11]=[C:12]([O:17][C:18]4[CH:24]=[CH:23][CH:22]=[CH:21][C:19]=4[NH2:20])[CH:13]=3)[O:8]2)[CH:6]=[CH:5][CH:4]=[CH:3][CH:2]=1.[C:25](OC(=O)C)(=[O:27])[CH3:26]>N1C=CC=CC=1.CN(C1C=CN=CC=1)C>[C:25]([NH:20][C:19]1[CH:21]=[CH:22][CH:23]=[CH:24][C:18]=1[O:17][C:12]1[CH:13]=[C:14]2[C:9](=[CH:10][CH:11]=1)[O:8][CH:7]([C:1]1[CH:2]=[CH:3][CH:4]=[CH:5][CH:6]=1)[CH2:16][CH2:15]2)(=[O:27])[CH3:26]. Procedure: 2-(2-Penylchroman-6-yloxy)-aniline (0.093 g) was dissolved in 1 ml of dry pyridine under nitrogen. DMAP (10 mol-%) and acetic acid anhydride (0.1 ml) were added and the solution was stirred for 4 hours at room temperature followed with quenching with 0.5 ml of H2O. The solution was evaporated to dryness and toluene was added and evaporated again. Toluene evaporation was repeated. Product was purified by column chromatography (CH2Cl2:i-PrOH/98:2 as the eluant) and recrystallized from 0.5 ml of he... The reactants are NC1=CC=C(C=C1)CCC1=C(C(=CC(=C1)C(C)(C)C)C=1C(=NC=CC1)OC)O (2-[2-(4-amino-phenyl)-ethyl]-4-tert-butyl-6-(2-methoxy-pyridin-3-yl)-phenol), CS(=O)(=O)Cl (methanesulfonyl chloride). Run in CCOC(=O)C (EtOAc), N1=CC=CC=C1 (pyridine). Conditions: time 1.5 hour. Product: C(C)(C)(C)C=1C=C(C(=C(C1)CCC1=CC=C(C=C1)NS(=O)(=O)C)O)C=1C(=NC=CC1)OC (N-(4-{2-[5-tert-butyl-2-hydroxy-3-(2-methoxy-pyridin-3-yl)-phenyl]-ethyl}-phenyl)-methanesulfonamide). Yield: 61.0%. Reaction SMILES: [NH2:1][C:2]1[CH:7]=[CH:6][C:5]([CH2:8][CH2:9][C:10]2[CH:15]=[C:14]([C:16]([CH3:19])([CH3:18])[CH3:17])[CH:13]=[C:12]([C:20]3[C:21]([O:26][CH3:27])=[N:22][CH:23]=[CH:24][CH:25]=3)[C:11]=2[OH:28])=[CH:4][CH:3]=1.[CH3:29][S:30](Cl)(=[O:32])=[O:31]>N1C=CC=CC=1.CCOC(C)=O>[C:16]([C:14]1[CH:13]=[C:12]([C:20]2[C:21]([O:26][CH3:27])=[N:22][CH:23]=[CH:24][CH:25]=2)[C:11]([OH:28])=[C:10]([CH2:9][CH2:8][C:5]2[CH:6]=[CH:7][C:2]([NH:1][S:30]([CH3:29])(=[O:32])=[O:31])=[CH:3][CH:4]=2)[CH:15]=1)([CH3:19])([CH3:17])[CH3:18]. Procedure: step 5—To a solution of 54 (156 mg, 0.415 mmol) in pyridine (5 mL) at 0° C. was added methanesulfonyl chloride (0.050 mL, 0.643 mmol). The reaction was gradually warmed to RT and stirred for 1.5 h then diluted with EtOAc. The organic layer was washed sequentially with saturated aqueous CuSO4, brine, dried (Na2SO4), filtered and concentrated. The crude residue was purified by SiO2 chromatography eluting with an EtOAc/hexane gradient (10 to 50% EtOAc) to afford 115 mg (61%) of N-(4-{2-[5-tert-buty... Reactants: C=1(C(=CC=CC1)S(=O)(=O)NC(SC)=NC1=NC(=CC(=N1)C)C)C1=CC=CC=C1 (1-(2-biphenylsulfonyl)3-(4,6-dimethylpyrimidin-2-yl)2-methylisothiourea), CON (O-methylhydroxylamine). The solvent is O1CCOCC1 (dioxane). The product is C=1(C(=CC=CC1)S(=O)(=O)NC(=NOC)NC1=NC(=CC(=N1)C)C)C1=CC=CC=C1 (N-(2-biphenylsulfonyl)N'-(4,6-dimethylpyrimidin-2-yl)N"-(methoxy)guanidine). The yield is 63.3%. As a reaction SMILES: [C:1]1([C:23]2[CH:28]=[CH:27][CH:26]=[CH:25][CH:24]=2)[C:2]([S:7]([NH:10][C:11](=[N:14][C:15]2[N:20]=[C:19]([CH3:21])[CH:18]=[C:17]([CH3:22])[N:16]=2)SC)(=[O:9])=[O:8])=[CH:3][CH:4]=[CH:5][CH:6]=1.[CH3:29][O:30][NH2:31]>O1CCOCC1>[C:1]1([C:23]2[CH:28]=[CH:27][CH:26]=[CH:25][CH:24]=2)[C:2]([S:7]([NH:10][C:11]([NH:14][C:15]2[N:20]=[C:19]([CH3:21])[CH:18]=[C:17]([CH3:22])[N:16]=2)=[N:31][O:30][CH3:29])(=[O:9])=[O:8])=[CH:3][CH:4]=[CH:5][CH:6]=1. Procedure: 4.12 g of 1-(2-biphenylsulfonyl)3-(4,6-dimethylpyrimidin-2-yl)2-methylisothiourea was dissolved in 50 ml of dioxane, 2.35 g of O-methylhydroxylamine was added to the solution, and the mixture was heated under reflux for 5 hours. After cooling the reaction mixture, the solvent was evaporated under reduced pressure. The residue was recrystallized from ethanol to give 2.6 g of the desired N-(2-biphenylsulfonyl)N'-(4,6-dimethylpyrimidin-2-yl)N"-(methoxy)guanidine of the following formula, mp. 190°-1...